From a dataset of the Open Reaction Database (ORD), a public repository of structured organic reaction records. describe an organic reaction: reactants, conditions, products, and yield The reactants are C1CCCCC1, Cc1cccnc1C, O=c1n(Cl)c(=O)n(Cl)c(=O)n1Cl, [K+], NC(=O)c1ccccc1, [OH-], O. Product: Cc1cccnc1CCl. RXN SMILES: [CH2:32]1[CH2:33][CH2:34][CH2:35][CH2:36][CH2:37]1.[CH3:1][c:2]1[n:3][cH:4][cH:5][cH:6][c:7]1[CH3:8].[Cl:18][n:19]1[c:20](=[O:21])[n:22]([Cl:23])[c:24](=[O:25])[n:26]([Cl:27])[c:28]1=[O:29].[K+:31].[NH2:9][C:10]([c:11]1[cH:12][cH:13][cH:14][cH:15][cH:16]1)=[O:17].[OH-:30].[OH2:38]>>[CH2:1]([c:2]1[n:3][cH:4][cH:5][cH:6][c:7]1[CH3:8])[Cl:18].